Dataset: the Open Reaction Database (ORD), a public repository of structured organic reaction records. Task: describe an organic reaction: reactants, conditions, products, and yield Starting materials: N#Cc1ccc(-c2ccc(C=O)cc2)cc1, O=C([O-])O, CCCCCCCCC(CO)C(C)O, ClCCl, CCOC(C)=O, CCCCCC, Cc1ccccc1, [Na+], O=S(=O)(O)O. Yields the product CCCCCCCCC1COC(c2ccc(-c3ccc(C#N)cc3)cc2)OC1C. As a reaction SMILES: [C:15](#[N:16])[c:17]1[cH:18][cH:19][c:20](-[c:23]2[cH:24][cH:25][c:26]([CH:29]=[O:30])[cH:27][cH:28]2)[cH:21][cH:22]1.[C:36](=[O:37])([O-:38])[OH:39].[CH2:1]([CH2:2][CH2:3][CH2:4][CH2:5][CH2:6][CH2:7][CH3:8])[CH:9]([CH2:10][OH:11])[CH:12]([CH3:13])[OH:14].[CH2:53]([Cl:54])[Cl:55].[CH3:41][CH2:42][O:43][C:44](=[O:45])[CH3:46].[CH3:47][CH2:48][CH2:49][CH2:50][CH2:51][CH3:52].[CH3:56][c:57]1[cH:58][cH:59][cH:60][cH:61][cH:62]1.[Na+:40].[S:31](=[O:32])(=[O:33])([OH:34])[OH:35]>>[CH2:1]([CH2:2][CH2:3][CH2:4][CH2:5][CH2:6][CH2:7][CH3:8])[CH:9]1[CH2:10][O:11][CH:29]([c:26]2[cH:25][cH:24][c:23](-[c:20]3[cH:19][cH:18][c:17]([C:15]#[N:16])[cH:22][cH:21]3)[cH:28][cH:27]2)[O:14][CH:12]1[CH3:13].